This data is from the Open Reaction Database (ORD), a public repository of structured organic reaction records. The task is: describe an organic reaction: reactants, conditions, products, and yield Reactants: C(C)(C)(C)OC(=O)CON=C(C(=O)O)C1=CC(=C(C=C1)O)Cl (2-t-Butoxycarbonylmethoxyimino-2-(3-chloro-4-hydroxyphenyl)acetic acid), NC1[C@@H]2N(C(=C(CS2)CSC2=NN=NN2C)C(=O)O)C1=O (7-amino-3-(1-methyl-1H-tetrazol-5-yl)thiomethyl-3-cephem-4-carboxylic acid). Yields the product C(C)(C)(C)OC(=O)CON=C(C(=O)NC1[C@@H]2N(C(=C(CS2)CSC2=NN=NN2C)C(=O)O)C1=O)C1=CC(=C(C=C1)O)Cl (7-[2-t-butoxycarbonylmethoxyimino-2-(3-chloro-4-hydroxyphenyl)acetamido]-3-(1-methyl-1H-tetrazol-5-yl)thiomethyl-3-cephem-4-carboxylic acid). Yield: 77.3%. As a reaction SMILES: [C:1]([O:5][C:6]([CH2:8][O:9][N:10]=[C:11]([C:15]1[CH:20]=[CH:19][C:18]([OH:21])=[C:17]([Cl:22])[CH:16]=1)[C:12]([OH:14])=O)=[O:7])([CH3:4])([CH3:3])[CH3:2].[NH2:23][CH:24]1[C:42](=[O:43])[N:26]2[C:27]([C:39]([OH:41])=[O:40])=[C:28]([CH2:31][S:32][C:33]3[N:37]([CH3:38])[N:36]=[N:35][N:34]=3)[CH2:29][S:30][C@H:25]12>>[C:1]([O:5][C:6]([CH2:8][O:9][N:10]=[C:11]([C:15]1[CH:20]=[CH:19][C:18]([OH:21])=[C:17]([Cl:22])[CH:16]=1)[C:12]([NH:23][CH:24]1[C:42](=[O:43])[N:26]2[C:27]([C:39]([OH:41])=[O:40])=[C:28]([CH2:31][S:32][C:33]3[N:37]([CH3:38])[N:36]=[N:35][N:34]=3)[CH2:29][S:30][C@H:25]12)=[O:14])=[O:7])([CH3:2])([CH3:3])[CH3:4]. Procedure: 2-t-Butoxycarbonylmethoxyimino-2-(3-chloro-4-hydroxyphenyl)acetic acid (syn isomer)(1 g.) and 7-amino-3-(1-methyl-1H-tetrazol-5-yl)thiomethyl-3-cephem-4-carboxylic acid (1 g.) were reacted according to similar manners to those of Examples 1 and 2 to give powder of 7-[2-t-butoxycarbonylmethoxyimino-2-(3-chloro-4-hydroxyphenyl)acetamido]-3-(1-methyl-1H-tetrazol-5-yl)thiomethyl-3-cephem-4-carboxylic acid (syn isomer) (1.5 g.). Starting materials: C(C)NCCC1=CC=C(C=C1)O (N-ethyl-p-hydroxyphenethylamine), CO (methanol), C(=O)(N1C=NC=C1)N1C=NC=C1 (1,1'-carbonyldiimidazole), C(=O)O (formic acid). Run in O1CCCC1 (tetrahydrofuran), O1CCCC1 (tetrahydrofuran). Conditions: temperature 0 celsius, time 30 minute. The product is C(=O)N(CC)CCC1=CC=C(C=C1)O (N-formyl-N-ethyl-p-hydroxyphenethylamine). Isolated yield 68.3%. RXN SMILES: [C:1]([N:8]1[CH:12]=[CH:11]N=[CH:9]1)(N1C=CN=C1)=[O:2].C(O)=O.C(NC[CH2:20][C:21]1[CH:26]=[CH:25][C:24]([OH:27])=[CH:23][CH:22]=1)C.CO>O1CCCC1>[CH:1]([N:8]([CH2:9][CH2:20][C:21]1[CH:26]=[CH:25][C:24]([OH:27])=[CH:23][CH:22]=1)[CH2:12][CH3:11])=[O:2]. Procedure: To a suspension of 1,1'-carbonyldiimidazole (326 mmole, 52.81 g) in tetrahydrofuran (164 ml) cooled to 0° C., was added dropwise 96% formic acid (326 mmole, 14.99 g) over a 26 minute period. Reaction stirred at 0° C. for 30 minutes then a light suspension of N-ethyl-p-hydroxyphenethylamine (102 mmole, 16.88 g) in tetrahydrofuran (66 ml) was added over a 10 minute period. Reaction then stirred at 22° C. for 170 minutes before being treated with methanol (10 ml). After stirring for 90 minutes, rea... Reactants: O=C([O-])[O-], CS(=O)(=O)OC1CCC(c2ccc(F)cc2)(c2ccc(F)cc2)CC1, CN(C)C=O, CC(C)OC(C)C, O=C1NCN(c2ccc(F)cc2)C12CCNCC2, [I-], [K+], [K+], [K+], O. The product is O=C1NCN(c2ccc(F)cc2)C12CCN(C1CCC(c3ccc(F)cc3)(c3ccc(F)cc3)CC1)CC2. As a reaction SMILES: [C:44](=[O:45])([O-:46])[O-:47].[CH3:1][S:2]([O:3][CH:6]1[CH2:7][CH2:8][C:9]([c:12]2[cH:13][cH:14][c:15]([F:18])[cH:16][cH:17]2)([c:19]2[cH:20][cH:21][c:22]([F:25])[cH:23][cH:24]2)[CH2:10][CH2:11]1)(=[O:4])=[O:5].[CH3:60][N:61]([CH3:62])[CH:63]=[O:64].[CH:52]([O:53][CH:54]([CH3:55])[CH3:56])([CH3:57])[CH3:58].[F:26][c:27]1[cH:28][cH:29][c:30]([N:33]2[CH2:34][NH:35][C:36](=[O:43])[C:37]23[CH2:38][CH2:39][NH:40][CH2:41][CH2:42]3)[cH:31][cH:32]1.[I-:51].[K+:48].[K+:49].[K+:50].[OH2:59]>>[CH:6]1([N:40]2[CH2:39][CH2:38][C:37]3([N:33]([c:30]4[cH:29][cH:28][c:27]([F:26])[cH:32][cH:31]4)[CH2:34][NH:35][C:36]3=[O:43])[CH2:42][CH2:41]2)[CH2:7][CH2:8][C:9]([c:12]2[cH:13][cH:14][c:15]([F:18])[cH:16][cH:17]2)([c:19]2[cH:20][cH:21][c:22]([F:25])[cH:23][cH:24]2)[CH2:10][CH2:11]1. As a reaction SMILES: [Br:38][c:39]1[cH:40][cH:41][c:42]([CH2:43][Br:44])[cH:45][cH:46]1.[C:32](=[O:33])([O-:34])[O-:35].[Cl:47][CH2:48][Cl:49].[F:25][C:26]([F:27])([F:28])[C:29]([OH:30])=[O:31].[Na+:36].[Na+:37].[O:50]=[CH:51][N:52]([CH3:53])[CH3:54].[o:1]1[n:2][c:3]([CH2:14][CH2:15][CH:16]2[CH2:17][CH2:18][N:19]([C:22]([OH:23])=[O:24])[CH2:20][CH2:21]2)[c:4]2[c:5]1[cH:6][c:7]1[c:8]([cH:9]2)[CH2:10][C:11](=[O:13])[NH:12]1>>[o:1]1[n:2][c:3]([CH2:14][CH2:15][CH:16]2[CH2:17][CH2:18][N:19]([CH2:22][c:42]3[cH:41][cH:40][c:39]([Br:38])[cH:46][cH:45]3)[CH2:20][CH2:21]2)[c:4]2[c:5]1[cH:6][c:7]1[c:8]([cH:9]2)[CH2:10][C:11](=[O:13])[NH:12]1. Product: O=C1Cc2cc3c(CCC4CCN(Cc5ccc(Br)cc5)CC4)noc3cc2N1. The reactants are BrCc1ccc(Br)cc1, O=C([O-])[O-], ClCCl, O=C(O)C(F)(F)F, [Na+], [Na+], CN(C)C=O, O=C1Cc2cc3c(CCC4CCN(C(=O)O)CC4)noc3cc2N1. Reactants: OCC1COc2ccccc2O1, Cc1ccc(S(=O)(=O)Cl)cc1, c1ccncc1. The product is Cc1ccc(S(=O)(=O)OCC2COc3ccccc3O2)cc1. Reaction SMILES: [O:12]1[CH:13]([CH2:22][OH:23])[CH2:14][O:15][c:16]2[c:17]1[cH:18][cH:19][cH:20][cH:21]2.[c:1]1([CH3:11])[cH:2][cH:3][c:4]([S:7](=[O:8])(=[O:9])[Cl:10])[cH:5][cH:6]1.[cH:24]1[cH:25][cH:26][n:27][cH:28][cH:29]1>>[c:1]1([CH3:11])[cH:2][cH:3][c:4]([S:7](=[O:8])(=[O:9])[O:23][CH2:22][CH:13]2[O:12][c:17]3[c:16]([cH:21][cH:20][cH:19][cH:18]3)[O:15][CH2:14]2)[cH:5][cH:6]1. The reactants are C(C)(C)(C)OC(=O)NC1=C2C=CN(C2=CC=C1)C(C(=O)OC)(CC)C1=CC=C(C=C1)Cl (methyl 2-(4-(tert-butoxycarbonylamino)-1H-indol-1-yl)-2-(4-chlorophenyl)butanoate), [H-].[Al+3].[Li+].[H-].[H-].[H-] (lithium aluminium hydride), O (Water). Solvent: O1CCCC1 (tetrahydrofuran). Reaction conditions: time 4 hour. Product: ClC1=CC=C(C=C1)C(CO)(CC)N1C=CC2=C(C=CC=C12)NC(OC(C)(C)C)=O (tert-Butyl 1-(2-(4-chlorophenyl)-1-hydroxybutan-2-yl)-1H-indol-4-ylcarbamate). RXN SMILES: [C:1]([O:5][C:6]([NH:8][C:9]1[CH:17]=[CH:16][CH:15]=[C:14]2[C:10]=1[CH:11]=[CH:12][N:13]2[C:18]([C:25]1[CH:30]=[CH:29][C:28]([Cl:31])=[CH:27][CH:26]=1)([CH2:23][CH3:24])[C:19](OC)=[O:20])=[O:7])([CH3:4])([CH3:3])[CH3:2].[H-].[Al+3].[Li+].[H-].[H-].[H-].O>O1CCCC1>[Cl:31][C:28]1[CH:27]=[CH:26][C:25]([C:18]([N:13]2[C:14]3[C:10](=[C:9]([NH:8][C:6](=[O:7])[O:5][C:1]([CH3:4])([CH3:3])[CH3:2])[CH:17]=[CH:16][CH:15]=3)[CH:11]=[CH:12]2)([CH2:23][CH3:24])[CH2:19][OH:20])=[CH:30][CH:29]=1 |f:1.2.3.4.5.6|. Procedure: To a solution of methyl 2-(4-(tert-butoxycarbonylamino)-1H-indol-1-yl)-2-(4-chlorophenyl)butanoate (5 g, 11.3 mmol), as described in Example 3 Step A, in tetrahydrofuran (50 mL) was added lithium aluminium hydride (644 mg, 16.95 mmol) at 0° C. The mixture was gradually warmed to room temperature and stirred for 4 h. Water (10 mL) was carefully added to the reaction mixture, then extracted with ethyl acetate. The combined organic layers were washed with brine (30 mL), dried over anhydrous sodium ...